This data is from the Open Reaction Database (ORD), a public repository of structured organic reaction records. The task is: describe an organic reaction: reactants, conditions, products, and yield The reactants are FC(C(=O)O)(F)F (Trifluoroacetic acid), C(#N)C1SC=2N=C(N=C3N(N=C(C1)C32)CC3=NC=C(C(=C3C)OC)C)N(C(=O)OC(C)(C)C)C(=O)OC(C)(C)C (di-tert-butyl {7-cyano-2-[(4-methoxy-3,5-dimethylpyridin-2-yl)methyl]-7,8-dihydro-2H-6-thia-1,2,3,5-tetraazaacenaphthylen-4-yl}imidodicarbonate), CC1=CC=C(C=C1)S(=O)(=O)OC(CC1=NN(C2=NC(=NC(=C21)Cl)N(C(=O)OC(C)(C)C)C(=O)OC(C)(C)C)CC2=NC=C(C(=C2C)OC)C)C#N (2-{6-[Bis(tert-butoxycarbonyl)amino]-4-chloro-1-[(4-methoxy-3,5-dimethylpyridin-2-yl)methyl]-1H-pyrazolo[3,4-d]pyrimidin-3-yl}-1-cyanoethyl 4-methylbenzenesulfonate). Solvent: ClCCl (dichloromethane). Run at time 1 hour. Product: NC=1N=C2N(N=C3CC(SC(N1)=C32)C#N)CC3=NC=C(C(=C3C)OC)C (4-Amino-2-[(4-methoxy-3,5-dimethylpyridin-2-yl)methyl]-7,8-dihydro-2H-6-thia-1,2,3,5-tetraazaacenaphthylene-7-carbonitrile). Isolated yield 71.0%. As a reaction SMILES: FC(F)(F)C(O)=O.[C:8]([CH:10]1[CH2:20][C:19]2[C:21]3[C:16]([N:17]([CH2:22][C:23]4[C:28]([CH3:29])=[C:27]([O:30][CH3:31])[C:26]([CH3:32])=[CH:25][N:24]=4)[N:18]=2)=[N:15][C:14]([N:33](C(OC(C)(C)C)=O)C(OC(C)(C)C)=O)=[N:13][C:12]=3[S:11]1)#[N:9].CC1C=CC(S(OC(C#N)CC2C3C(=NC(N(C(OC(C)(C)C)=O)C(OC(C)(C)C)=O)=NC=3Cl)N(CC3C(C)=C(OC)C(C)=CN=3)N=2)(=O)=O)=CC=1>ClCCl>[NH2:33][C:14]1[N:15]=[C:16]2[C:21]3[C:19]([CH2:20][CH:10]([C:8]#[N:9])[S:11][C:12]=3[N:13]=1)=[N:18][N:17]2[CH2:22][C:23]1[C:28]([CH3:29])=[C:27]([O:30][CH3:31])[C:26]([CH3:32])=[CH:25][N:24]=1. Procedure details: Trifluoroacetic acid (0.25 mL) was added to a mixture composed of di-tert-butyl {7-cyano-2-[(4-methoxy-3,5-dimethylpyridin-2-yl)methyl]-7,8-dihydro-2H-6-thia-1,2,3,5-tetraazaacenaphthylen-4-yl}imidodicarbonate of Step 4) of Example 3 (30 mg) and dichloromethane (1 mL). Then, the ice bath was removed and the mixture was stirred for one hour. After confirming that the raw material disappeared, the reaction mixture was concentrated under reduced pressure. A saturated sodium bicarbonate solution was... The reactants are CCOC(C)=O, C(=NC1CCCCC1)=NC1CCCCC1, O=C(O)CCc1ccc(O)cc1, O=[N+]([O-])c1ccc(O)cc1. The product is NC(=O)CCc1ccc(O)cc1. Reaction SMILES: [CH3:38][CH2:39][O:40][C:41](=[O:42])[CH3:43].[CH:1]1([N:7]=[C:2]=[N:3][CH:4]2[CH2:5][CH2:6][CH2:8][CH2:9][CH2:10]2)[CH2:11][CH2:12][CH2:13][CH2:14][CH2:15]1.[OH:16][C:17](=[O:18])[CH2:19][CH2:20][c:21]1[cH:22][cH:23][c:24]([OH:25])[cH:26][cH:27]1.[OH:28][c:29]1[cH:30][cH:31][c:32]([N+:33](=[O:34])[O-:35])[cH:36][cH:37]1>>[NH2:7][C:17](=[O:16])[CH2:19][CH2:20][c:21]1[cH:22][cH:23][c:24]([OH:25])[cH:26][cH:27]1. Reactants: CC(C)(C)OC(=O)NC1CCC(Nc2cc(Nc3ccc([N+](=O)[O-])cc3)c3nccn3n2)CC1, CCOc1ccc(N)cc1, CO, ClC(Cl)Cl, [Cl-], [NH4+], [Zn]. The product is CC(C)(C)OC(=O)NC1CCC(Nc2cc(Nc3ccc(N)cc3)c3nccn3n2)CC1. Reaction SMILES: [C:1]([CH3:2])([CH3:3])([CH3:4])[O:5][C:6]([NH:7][CH:8]1[CH2:9][CH2:10][CH:11]([NH:14][c:15]2[cH:16][c:17]([NH:24][c:25]3[cH:26][cH:27][c:28]([N+:31]([O-:32])=[O:33])[cH:29][cH:30]3)[c:18]3[n:19]([n:20]2)[cH:21][cH:22][n:23]3)[CH2:12][CH2:13]1)=[O:34].[CH3:35][CH2:36][O:37][c:38]1[cH:39][cH:40][c:41]([NH2:42])[cH:43][cH:44]1.[CH3:52][OH:53].[CH:45]([Cl:46])([Cl:47])[Cl:48].[Cl-:49].[NH4+:50].[Zn:51]>>[C:1]([CH3:2])([CH3:3])([CH3:4])[O:5][C:6]([NH:7][CH:8]1[CH2:9][CH2:10][CH:11]([NH:14][c:15]2[cH:16][c:17]([NH:24][c:25]3[cH:26][cH:27][c:28]([NH2:31])[cH:29][cH:30]3)[c:18]3[n:19]([n:20]2)[cH:21][cH:22][n:23]3)[CH2:12][CH2:13]1)=[O:34]. Reactants: CC(C)(C)[Si](C)(C)Oc1cc(F)cc(CC#N)c1F, COCCBr, [F-], [K+], CN(C)C=O. Product: COCCOc1cc(F)cc(CC#N)c1F. Reaction SMILES: [CH3:1][C:2]([Si:3]([CH3:4])([CH3:5])[O:6][c:7]1[c:8]([F:17])[c:9]([CH2:14][C:15]#[N:16])[cH:10][c:11]([F:13])[cH:12]1)([CH3:18])[CH3:19].[CH3:20][O:21][CH2:22][CH2:23][Br:24].[F-:25].[K+:26].[O:27]=[CH:28][N:29]([CH3:30])[CH3:31]>>[O:6]([c:7]1[c:8]([F:17])[c:9]([CH2:14][C:15]#[N:16])[cH:10][c:11]([F:13])[cH:12]1)[CH2:23][CH2:22][O:21][CH3:20]. Reactants: Cc1cc(C)cc(N)c1, CCOC(C)=O, CN(C)C=O, CCN(C(C)C)C(C)C, Nc1nccc(CSc2ncccc2C(=O)O)n1. Product: Cc1cc(C)cc(NC(=O)c2cccnc2SCc2ccnc(N)n2)c1. As a reaction SMILES: [CH3:19][c:20]1[cH:21][c:22]([NH2:23])[cH:24][c:25]([CH3:27])[cH:26]1.[CH3:37][CH2:38][O:39][C:40](=[O:41])[CH3:42].[CH3:43][N:44]([CH3:45])[CH:46]=[O:47].[CH:28]([N:29]([CH2:30][CH3:31])[CH:32]([CH3:33])[CH3:34])([CH3:35])[CH3:36].[NH2:1][c:2]1[n:3][cH:4][cH:5][c:6]([CH2:8][S:9][c:10]2[c:11]([C:12](=[O:13])[OH:14])[cH:15][cH:16][cH:17][n:18]2)[n:7]1>>[NH2:1][c:2]1[n:3][cH:4][cH:5][c:6]([CH2:8][S:9][c:10]2[c:11]([C:12](=[O:14])[NH:23][c:22]3[cH:21][c:20]([CH3:19])[cH:26][c:25]([CH3:27])[cH:24]3)[cH:15][cH:16][cH:17][n:18]2)[n:7]1. The reactants are FC=1C=C(COC2=CC=C(C=C2)I)C=CC1 (1-(3-fluorobenzyloxy)-4-iodo-benzene), cuprous iodide, [Cl-].[NH4+] (ammonium chloride), C[Si](C)(C)C#C (trimethylsilyl acetylene). Reagents/catalysts: C1=CC=C(C=C1)P(C2=CC=CC=C2)C3=CC=CC=C3.C1=CC=C(C=C1)P(C2=CC=CC=C2)C3=CC=CC=C3.Cl[Pd]Cl (dichloro bis(triphenylphosphine) palladium(II)). Solvent: C1CCOC1 (THF), C(C)N(CC)CC (triethylamine). Product: FC=1C=C(COC2=CC=C(C=C2)C#C[Si](C)(C)C)C=CC1 ([4-(3-Fluoro-benzyloxy)-phenylethynyl]-trimethyl-silane). Reaction SMILES: [F:1][C:2]1[CH:3]=[C:4]([CH:14]=[CH:15][CH:16]=1)[CH2:5][O:6][C:7]1[CH:12]=[CH:11][C:10](I)=[CH:9][CH:8]=1.[CH3:17][Si:18]([C:21]#[CH:22])([CH3:20])[CH3:19].[Cl-].[NH4+]>C1COCC1.C(N(CC)CC)C.C1C=CC(P(C2C=CC=CC=2)C2C=CC=CC=2)=CC=1.C1C=CC(P(C2C=CC=CC=2)C2C=CC=CC=2)=CC=1.Cl[Pd]Cl>[F:1][C:2]1[CH:3]=[C:4]([CH:14]=[CH:15][CH:16]=1)[CH2:5][O:6][C:7]1[CH:12]=[CH:11][C:10]([C:22]#[C:21][Si:18]([CH3:20])([CH3:19])[CH3:17])=[CH:9][CH:8]=1 |f:2.3,6.7.8|. Procedure: A well stirred suspension of 4.0 g (12.2 mmol) of 1-(3-fluorobenzyloxy)-4-iodo-benzene, 0.23 g (1.22 mmol) of cuprous iodide and 0.856 mg (1.22 mmol) of dichloro bis(triphenylphosphine) palladium(II) in a mixture of 20 ml THF and 10 ml triethylamine is treated dropwise with 1.44 g (14.6 mmol) of trimethylsilyl acetylene. The reaction is exothermic. The mixture is stirred overnight at RT, treated with saturated aqueous ammonium chloride and extracted three times with ethyl acetate. The organic ph...